From a dataset of the Open Reaction Database (ORD), a public repository of structured organic reaction records. describe an organic reaction: reactants, conditions, products, and yield Reactants: COc1cc(N2C(=O)c3ccccc3C2=O)ccc1C(C)(C)C, CCO. Product: COc1cc(N)ccc1C(C)(C)C. RXN SMILES: [C:1]([CH3:2])([CH3:3])([CH3:4])[c:5]1[c:6]([O:22][CH3:23])[cH:7][c:8]([N:11]2[C:12](=[O:13])[c:14]3[c:15]([cH:16][cH:17][cH:18][cH:19]3)[C:20]2=[O:21])[cH:9][cH:10]1.[CH3:24][CH2:25][OH:26]>>[C:1]([CH3:2])([CH3:3])([CH3:4])[c:5]1[c:6]([O:22][CH3:23])[cH:7][c:8]([NH2:11])[cH:9][cH:10]1. The reactants are CN(C(=O)OC(C)(C)C)c1ccc2c(Sc3ccccc3Br)cn(Cc3cc(F)cc(F)c3)c2c1, C=C(OCC)[Sn](CCCC)(CCCC)CCCC, Cc1ccccc1, Cl, Cl[Pd]Cl, c1ccc(P(c2ccccc2)c2ccccc2)cc1, c1ccc(P(c2ccccc2)c2ccccc2)cc1. Product: CC(=O)c1ccccc1Sc1cn(Cc2cc(F)cc(F)c2)c2cc(N(C)C(=O)OC(C)(C)C)ccc12. As a reaction SMILES: [C:1]([CH3:2])([CH3:3])([CH3:4])[O:5][C:6]([N:7]([CH3:8])[c:9]1[cH:10][cH:11][c:12]2[c:13]([S:27][c:28]3[c:29]([Br:34])[cH:30][cH:31][cH:32][cH:33]3)[cH:14][n:15]([CH2:18][c:19]3[cH:20][c:21]([F:26])[cH:22][c:23]([F:25])[cH:24]3)[c:16]2[cH:17]1)=[O:35].[CH2:36]([CH3:37])[O:38][C:39]([Sn:40]([CH2:41][CH2:42][CH2:43][CH3:44])([CH2:45][CH2:46][CH2:47][CH3:48])[CH2:49][CH2:50][CH2:51][CH3:52])=[CH2:53].[CH3:55][c:56]1[cH:57][cH:58][cH:59][cH:60][cH:61]1.[ClH:54].[Pd:62]([Cl:63])[Cl:64].[c:65]1([P:66]([c:67]2[cH:68][cH:69][cH:70][cH:71][cH:72]2)[c:73]2[cH:74][cH:75][cH:76][cH:77][cH:78]2)[cH:79][cH:80][cH:81][cH:82][cH:83]1.[c:84]1([P:85]([c:86]2[cH:87][cH:88][cH:89][cH:90][cH:91]2)[c:92]2[cH:93][cH:94][cH:95][cH:96][cH:97]2)[cH:98][cH:99][cH:100][cH:101][cH:102]1>>[C:1]([CH3:2])([CH3:3])([CH3:4])[O:5][C:6]([N:7]([CH3:8])[c:9]1[cH:10][cH:11][c:12]2[c:13]([S:27][c:28]3[c:29]([C:36]([CH3:37])=[O:38])[cH:30][cH:31][cH:32][cH:33]3)[cH:14][n:15]([CH2:18][c:19]3[cH:20][c:21]([F:26])[cH:22][c:23]([F:25])[cH:24]3)[c:16]2[cH:17]1)=[O:35]. Reactants: N1=CC(=CC=C1)OC1=C(C(=O)Cl)C=CC=N1 (2-(pyridin-3-yloxy)-nicotinoyl chloride), FC(C=1C=C(C=NN)C=CC1)(F)F (3-trifluoromethyl-benzylidene-hydrazine). Solvent: C1CCOC1 (THF), C1CCOC1 (THF), CCN(CC)CC (Et3N). Product: FC(C=1C=C(C=NNC(=O)C=2C(=NC=CC2)OC=2C=NC=CC2)C=CC1)(F)F (2-(Pyridin-3-yloxy)-pyridine-3-carboxylic acid (3-trifluoromethyl-benzylidene)-hydrazide). Isolated yield 55.0%. Reaction SMILES: [N:1]1[CH:6]=[CH:5][CH:4]=[C:3]([O:7][C:8]2[N:16]=[CH:15][CH:14]=[CH:13][C:9]=2[C:10](Cl)=[O:11])[CH:2]=1.[F:17][C:18]([F:29])([F:28])[C:19]1[CH:20]=[C:21]([CH:25]=[CH:26][CH:27]=1)[CH:22]=[N:23][NH2:24]>C1COCC1.CCN(CC)CC>[F:17][C:18]([F:28])([F:29])[C:19]1[CH:20]=[C:21]([CH:25]=[CH:26][CH:27]=1)[CH:22]=[N:23][NH:24][C:10]([C:9]1[C:8]([O:7][C:3]2[CH:2]=[N:1][CH:6]=[CH:5][CH:4]=2)=[N:16][CH:15]=[CH:14][CH:13]=1)=[O:11]. Procedure details: To a stirred solution of 2-(pyridin-3-yloxy)-nicotinic acid (0.432 g, 2.0 mmol) in THF (15 mL) at 0° C. was added oxalylchloride (2 mL, 2M in CH2Cl2, 4.0 mmol) dropwise. The solution was stirred at room temperature for 3 h. The solvent was evaporated in vacuo to yield 2-(pyridin-3-yloxy)-nicotinoyl chloride as a solid. To a solution of 2-(pyridin-3-yloxy)-nicotinoyl chloride in 15 mL THF was added 3-trifluoromethyl-benzylidene-hydrazine (0.376 g, 2.0 mmol) in 5 mL THF and 1 mL Et3N at 0° C. The ... The reactants are CS(=O)(=O)c1ccc(CBr)cc1, O=C([O-])[O-], COC(=O)c1cccc(O)c1C(=O)OC, CC(C)=O, [K+], [K+]. Product: COC(=O)c1cccc(OCc2ccc(S(C)(=O)=O)cc2)c1C(=O)OC. RXN SMILES: [Br:22][CH2:23][c:24]1[cH:25][cH:26][c:27]([S:30](=[O:31])(=[O:32])[CH3:33])[cH:28][cH:29]1.[C:16](=[O:17])([O-:18])[O-:19].[CH3:1][O:2][C:3]([c:4]1[c:5]([C:6](=[O:7])[O:8][CH3:9])[c:10]([OH:14])[cH:11][cH:12][cH:13]1)=[O:15].[CH3:34][C:35](=[O:36])[CH3:37].[K+:20].[K+:21]>>[CH3:1][O:2][C:3]([c:4]1[c:5]([C:6](=[O:7])[O:8][CH3:9])[c:10]([O:14][CH2:23][c:24]2[cH:25][cH:26][c:27]([S:30](=[O:31])(=[O:32])[CH3:33])[cH:28][cH:29]2)[cH:11][cH:12][cH:13]1)=[O:15]. Starting materials: CCc1cc(Br)cc(Br)c1, N#C[Cu]C#N, N, CN(C)C=O, O, c1ccncc1. Product: CCc1cc(Br)cc(C#N)c1. RXN SMILES: [Br:1][c:2]1[cH:3][c:4]([Br:10])[cH:5][c:6]([CH2:8][CH3:9])[cH:7]1.[Cu:11]([C:12]#[N:13])[C:14]#[N:15].[NH3:22].[O:23]=[CH:24][N:25]([CH3:26])[CH3:27].[OH2:28].[cH:16]1[cH:17][cH:18][n:19][cH:20][cH:21]1>>[c:2]1([C:12]#[N:13])[cH:3][c:4]([Br:10])[cH:5][c:6]([CH2:8][CH3:9])[cH:7]1. RXN SMILES: [N+:1](=[O:2])([O-:3])[c:4]1[cH:5][cH:6][c:7]([C:9](=[O:10])[OH:11])[o:8]1.[O:18]=[CH:19][N:20]([CH3:21])[CH3:22].[s:12]1[cH:13][cH:14][cH:15][c:16]1[Cl:17]>>[Cl-:17].[N+:1](=[O:2])([O-:3])[c:4]1[cH:5][cH:6][c:7]([C:9](=[O:10])[OH:11])[o:8]1. The product is [Cl-], O=C(O)c1ccc([N+](=O)[O-])o1. Reactants: O=C(O)c1ccc([N+](=O)[O-])o1, CN(C)C=O, Clc1cccs1. The reactants are [BH4-], CCOC(=O)CC1c2cc(C)c(C)cc2C(=O)N1c1ccc(F)cc1, [Li+], C1CCOC1, O. Yields the product Cc1cc2c(cc1C)C(CCO)N(c1ccc(F)cc1)C2=O. RXN SMILES: [BH4-:1].[CH3:3][c:4]1[cH:5][c:6]2[c:10]([cH:11][c:12]1[CH3:13])[C:9](=[O:14])[N:8]([c:15]1[cH:16][cH:17][c:18]([F:21])[cH:19][cH:20]1)[CH:7]2[CH2:22][C:23](=[O:24])[O:25][CH2:26][CH3:27].[Li+:2].[O:29]1[CH2:30][CH2:31][CH2:32][CH2:33]1.[OH2:28]>>[CH3:3][c:4]1[cH:5][c:6]2[c:10]([cH:11][c:12]1[CH3:13])[C:9](=[O:14])[N:8]([c:15]1[cH:16][cH:17][c:18]([F:21])[cH:19][cH:20]1)[CH:7]2[CH2:22][CH2:23][OH:24]. The reactants are Cl, NC1C2CC3CC1CN(C3)C2, O=C(O)c1cccc2[nH]ncc12. Yields the product Cl, O=C(NC1C2CC3CC1CN(C3)C2)c1cccc2[nH]ncc12. As a reaction SMILES: [ClH:1].[N:2]12[CH2:3][CH:4]3[CH:5]([NH2:12])[CH:6]([CH2:7][CH:8]([CH2:9]1)[CH2:10]3)[CH2:11]2.[nH:13]1[n:14][cH:15][c:16]2[c:17]([C:22](=[O:23])[OH:24])[cH:18][cH:19][cH:20][c:21]12>>[ClH:1].[N:2]12[CH2:3][CH:4]3[CH:5]([NH:12][C:22]([c:17]4[c:16]5[cH:15][n:14][nH:13][c:21]5[cH:20][cH:19][cH:18]4)=[O:23])[CH:6]([CH2:7][CH:8]([CH2:9]1)[CH2:10]3)[CH2:11]2. Starting materials: [Br-], CC(C)(C)OC(=O)NC(Cc1ccccc1)C(O)CCl, CCCC[N+](CCCC)(CCCC)CCCC, CC(=O)[O-], CCc1ccccc1, CC#N, [K+]. Product: CC(=O)OCC(O)C(Cc1ccccc1)NC(=O)OC(C)(C)C. RXN SMILES: [Br-:34].[C:1]([CH3:2])([CH3:3])([CH3:4])[O:5][C:6](=[O:7])[NH:8][CH:9]([CH:10]([CH2:11][Cl:12])[OH:13])[CH2:14][c:15]1[cH:16][cH:17][cH:18][cH:19][cH:20]1.[CH2:35]([N+:36]([CH2:37][CH2:38][CH2:39][CH3:40])([CH2:41][CH2:42][CH2:43][CH3:44])[CH2:45][CH2:46][CH2:47][CH3:48])[CH2:49][CH2:50][CH3:51].[CH3:22][C:23]([O-:24])=[O:25].[CH3:26][CH2:27][c:28]1[cH:29][cH:30][cH:31][cH:32][cH:33]1.[CH3:52][C:53]#[N:54].[K+:21]>>[C:1]([CH3:2])([CH3:3])([CH3:4])[O:5][C:6](=[O:7])[NH:8][CH:9]([CH:10]([CH2:11][O:25][C:23]([CH3:22])=[O:24])[OH:13])[CH2:14][c:15]1[cH:16][cH:17][cH:18][cH:19][cH:20]1.